Dataset: the Open Reaction Database (ORD), a public repository of structured organic reaction records. Task: describe an organic reaction: reactants, conditions, products, and yield The reactants are C(C)OC(C[C@H](N1C(C(CC1)CCCC1=NC2=NC=CC=C2C=C1)=O)C=1C=NC2=CC=CC=C2C1)=O (3(S)-(Quinolin-3-yl)-3-[3-(3-[1,8]naphthyridin-2-yl-propyl)-2-oxo-pyrrolidin-1-yl]-propionic acid ethyl ester), [H][H] (hydrogen). Reagents/catalysts: [Pd].[C] (Pd carbon). Run in CCO (EtOH). Yields the product C(C)OC(C[C@H](N1C(C(CC1)CCCC1=NC=2NCCCC2C=C1)=O)C=1C=NC2=CC=CC=C2C1)=O (3(S)-(Quinolin-3-yl)-3-(2-oxo-3-[3-(5,6,7,8-tetrahydro-[1,8]naphthyridin-2-yl)-propyl]-pyrrolidin-1-yl)-propionic acid ethyl ester). As a reaction SMILES: [CH2:1]([O:3][C:4](=[O:36])[CH2:5][C@@H:6]([C:26]1[CH:27]=[N:28][C:29]2[C:34]([CH:35]=1)=[CH:33][CH:32]=[CH:31][CH:30]=2)[N:7]1[CH2:11][CH2:10][CH:9]([CH2:12][CH2:13][CH2:14][C:15]2[CH:24]=[CH:23][C:22]3[C:17](=[N:18][CH:19]=[CH:20][CH:21]=3)[N:16]=2)[C:8]1=[O:25])[CH3:2].[H][H]>CCO.[Pd].[C]>[CH2:1]([O:3][C:4](=[O:36])[CH2:5][C@@H:6]([C:26]1[CH:27]=[N:28][C:29]2[C:34]([CH:35]=1)=[CH:33][CH:32]=[CH:31][CH:30]=2)[N:7]1[CH2:11][CH2:10][CH:9]([CH2:12][CH2:13][CH2:14][C:15]2[CH:24]=[CH:23][C:22]3[CH2:21][CH2:20][CH2:19][NH:18][C:17]=3[N:16]=2)[C:8]1=[O:25])[CH3:2] |f:3.4|. Procedure: A mixture of 6-3 (380 mg, 0.8 mmol) and 10% Pd/carbon (200 mg) in EtOH (20 mL) was stirred under a balloon of hydrogen for 6 h. Following filtration and evaporative removal of the solvent, the residue was chromatographed (silica gel, 70:25:5 to 70:20:10 chloroform/ethyl acetate/MeOH) to give 6-4 as a yellow oil. Reactants: O=Cc1ccc(Br)cc1Cl, CC(=O)O[BH-](OC(C)=O)OC(C)=O, C1CCNCC1, ClCCl, [Na+]. Product: Clc1cc(Br)ccc1CN1CCCCC1. As a reaction SMILES: [Br:1][c:2]1[cH:3][c:4]([Cl:10])[c:5]([CH:6]=[O:7])[cH:8][cH:9]1.[C:17]([O:18][BH-:19]([O:20][C:21](=[O:22])[CH3:23])[O:24][C:25](=[O:26])[CH3:27])(=[O:28])[CH3:29].[CH2:11]1[CH2:12][CH2:13][NH:14][CH2:15][CH2:16]1.[Cl:31][CH2:32][Cl:33].[Na+:30]>>[Br:1][c:2]1[cH:3][c:4]([Cl:10])[c:5]([CH2:6][N:14]2[CH2:13][CH2:12][CH2:11][CH2:16][CH2:15]2)[cH:8][cH:9]1. Reactants: OP(=O)(O)[O-].[K+] (KH2PO4), IC=1C2=C(C=NC1)C=C(O2)C=O (7-iodofuro[3,2-c]pyridine-2-carbaldehyde), [O-]Cl=O.[Na+] (NaClO2), OP(=O)(O)[O-].[K+] (KH2PO4), [O-]Cl=O.[Na+] (NaClO2). Run in O (H2O), CS(=O)C (DMSO), O (H2O), O (H2O), O (H2O). Conditions: time 16 hour. Product: IC=1C2=C(C=NC1)C=C(O2)C(=O)O (7-Iodofuro[3,2-c]pyridine-2-carboxylic acid). Reaction SMILES: OP([O-])(O)=O.[K+].[I:7][C:8]1[C:9]2[O:16][C:15]([CH:17]=[O:18])=[CH:14][C:10]=2[CH:11]=[N:12][CH:13]=1.[O-:19]Cl=O.[Na+]>O.CS(C)=O>[I:7][C:8]1[C:9]2[O:16][C:15]([C:17]([OH:19])=[O:18])=[CH:14][C:10]=2[CH:11]=[N:12][CH:13]=1 |f:0.1,3.4|. Reported procedure: A solution of KH2PO4 (81 mg, 0.59 mmol) in H2O (3 mL) was added to a solution of 7-iodofuro[3,2-c]pyridine-2-carbaldehyde (578 mg, 2.12 mmol) in DMSO (16 mL). The stirred mixture was treated carefully with a solution of NaClO2 (335 mg, 2.96 mmol) in H2O (5 mL). After 16 h, more KH2PO4 (81 mg, 0.59 mmol) in H2O (3 mL) and NaClO2 (335 mg, 2.96 mmol) in H2O (5 mL) were added, then stirring was continued for a further 48 h. The precipitated solid was collected, washed with DMSO, H2O, i-PrOH, and EtO...